Dataset: the Open Reaction Database (ORD), a public repository of structured organic reaction records. Task: describe an organic reaction: reactants, conditions, products, and yield Starting materials: C(CCC)[Li] (n-Butyllithium), S1C=CC2=C1C=CC=C2 (benzothiophene), C(C)OC(C(C=1SC2=C(C1)C=CC=C2)=O)=O (ethyl-2-oxo-2-(2-benzothienyl)acetate), C(C(=O)OCC)(=O)OCC (diethyl oxalate), C(C(=O)OCC)(=O)OCC (diethyl oxalate), Cl.NO (hydroxylamine hydrochloride). Solvent: O1CCCC1 (tetrahydrofuran), C(C)O (ethanol), C(C)(=O)O (Acetic acid). Reaction conditions: temperature -78 celsius, time 10 minute. The product is ON=C(C(=O)OCC)C=1SC2=C(C1)C=CC=C2 (Ethyl 2-hydroxyimino-2-(2-benzothienyl)acetate). RXN SMILES: C([Li])CCC.S1C2C=CC=CC=2C=C1.C(OCC)(=O)C(OCC)=O.[CH2:25]([O:27][C:28](=[O:40])[C:29](=O)[C:30]1[S:31][C:32]2[CH:38]=[CH:37][CH:36]=[CH:35][C:33]=2[CH:34]=1)[CH3:26].Cl.[NH2:42][OH:43]>O1CCCC1.C(O)C.C(O)(=O)C>[OH:43][N:42]=[C:29]([C:30]1[S:31][C:32]2[CH:38]=[CH:37][CH:36]=[CH:35][C:33]=2[CH:34]=1)[C:28]([O:27][CH2:25][CH3:26])=[O:40] |f:4.5|. Procedure details: n-Butyllithium (25 ml of 1.6N solution in hexanes) was added dropwise to a stirred solution of benzothiophene (5.36 g, Lancaster) in tetrahydrofuran (80 ml) under argon and cooled to -78° C. When the addition was complete the reaction was stirred at -78° C. for 10 min and then at room temperature for 20 min. The solution was then added via a cannula to a stirred solution of diethyl oxalate (11.68 g), cooled to -78° C. The mixture was stirred at -78° C. for 0.5 h and then at room temperature for ... Starting materials: Cl (hydrochloric acid), resultant mixture, C(#N)C=1C=C(OCCCC(=O)C2=CC=C(C(=O)O)C=C2)C=CC1 (4-[4-(3-cyanophenoxy)butyryl]benzoic acid), Cl.CN(CCCN=C=NCC)C (1-(3-dimethylaminopropyl)-3-ethylcarbodiimide hydrochloride), ON1N=NC2=C1C=CC=C2 (1-hydroxybenzotriazole), CNC (dimethylamine). Run in CN(C=O)C (dimethylformamide). The product is C(#N)C=1C=C(OCCCC(=O)C2=CC=C(C(=O)N(C)C)C=C2)C=CC1 (4-[4-(3-cyanophenoxy)butyryl]-N,N-dimethylbenzamide). RXN SMILES: [C:1]([C:3]1[CH:4]=[C:5]([CH:21]=[CH:22][CH:23]=1)[O:6][CH2:7][CH2:8][CH2:9][C:10]([C:12]1[CH:20]=[CH:19][C:15]([C:16](O)=[O:17])=[CH:14][CH:13]=1)=[O:11])#[N:2].Cl.[CH3:25][N:26](C)[CH2:27]CCN=C=NCC.ON1C2C=CC=CC=2N=N1.CNC.Cl>CN(C)C=O>[C:1]([C:3]1[CH:4]=[C:5]([CH:21]=[CH:22][CH:23]=1)[O:6][CH2:7][CH2:8][CH2:9][C:10]([C:12]1[CH:20]=[CH:19][C:15]([C:16]([N:26]([CH3:27])[CH3:25])=[O:17])=[CH:14][CH:13]=1)=[O:11])#[N:2] |f:1.2|. Procedure details: 240 mg (0.78 mmol) of 4-[4-(3-cyanophenoxy)butyryl]benzoic acid, 150 mg (0.78 mmol) of 1-(3-dimethylaminopropyl)-3-ethylcarbodiimide hydrochloride, 121 mg (0.78 mmol) of 1-hydroxybenzotriazole (hydrous, 87%) and 100 mg of 50% aqueous dimethylamine solution were stirred together in 5 ml of dimethylformamide at room temperature overnight. 1 N hydrochloric acid was added to the resultant mixture. After the extraction with dichloromethane, the extract was washed with saturated aqueous sodium hydroge... As a reaction SMILES: [C:1]1(=[O:11])[C:10]2[C:5](=[CH:6][CH:7]=[CH:8][CH:9]=2)[CH2:4][CH2:3][CH2:2]1.Cl.[CH:13]([N:26]1[CH2:31][CH2:30][NH:29][CH2:28][CH2:27]1)([C:20]1[CH:25]=[CH:24][CH:23]=[CH:22][CH:21]=1)[C:14]1[CH:19]=[CH:18][CH:17]=[CH:16][CH:15]=1.C=O.[C:34](=O)([O-])O.[Na+]>O.C(OCC)C.C(O)C>[CH:13]([N:26]1[CH2:31][CH2:30][N:29]([CH2:34][CH:2]2[CH2:3][CH2:4][C:5]3[C:10](=[CH:9][CH:8]=[CH:7][CH:6]=3)[C:1]2=[O:11])[CH2:28][CH2:27]1)([C:20]1[CH:25]=[CH:24][CH:23]=[CH:22][CH:21]=1)[C:14]1[CH:19]=[CH:18][CH:17]=[CH:16][CH:15]=1 |f:1.2,4.5|. The product is C(C1=CC=CC=C1)(C1=CC=CC=C1)N1CCN(CC1)CC1C(C2=CC=CC=C2CC1)=O (2-(4-benzhydryl-1-piperazinylmethyl)-3,4-dihydro-1(2H)-naphthalenone). Procedure details: In 100 ml. of ethanol is dissolved a mixture of 10 g. of 3,4-dihydro-1(2H)-naphthalenone, 22 g. of 1-benzhydrylpiperazine hydrochloride and 10 g. of 37% aqueous formalin and the mixed solution is stirred at room temperature for 3 hours and, then, heated at 80° C. for another 3 hours. To this reaction mixture is added 500 ml. of water and, after shaking with 100 ml. of diethyl ether, the water layer is neutralized with sodium hydrogen carbonate and extracted with chloroform. The extract is dried ... Reaction conditions: temperature 80 celsius. Reactants: C1(CCCC2=CC=CC=C12)=O (3,4-dihydro-1(2H)-naphthalenone), C(O)([O-])=O.[Na+] (sodium hydrogen carbonate), Cl.C(C1=CC=CC=C1)(C1=CC=CC=C1)N1CCNCC1 (1-benzhydrylpiperazine hydrochloride), C=O (formalin). Run in O (water), C(C)O (ethanol), O (water), C(C)OCC (diethyl ether). Starting materials: P(=O)(Cl)(Cl)Cl (phosphorus oxychloride), C(C1=CC=CC=C1)(C1=CC=CC=C1)OC(=O)C(C)(ON=C(C(=O)O)C=1N=C(SC1)NC(C1=CC=CC=C1)(C1=CC=CC=C1)C1=CC=CC=C1)C (2-(1-benzhydryloxycarbonyl-1-methylethoxyimino)-2-(2-tritylaminothiazol-4-yl)acetic acid), NC1[C@@H]2N(C(=C(CS2)CCl)C(=O)OC(C2=CC=CC=C2)C2=CC=CC=C2)C1=O (benzhydryl 7-amino-3-chloromethyl-3-cephem-4-carboxylate), CN(C1=CC=CC=C1)C (N,N-dimethylaniline). The solvent is C(Cl)Cl (methylene chloride). Conditions: temperature -10 celsius, time 2.5 hour. Yields the product ClCC=1CS[C@H]2N(C1C(=O)OC(C1=CC=CC=C1)C1=CC=CC=C1)C(C2NC(C(C=2N=C(SC2)NC(C2=CC=CC=C2)(C2=CC=CC=C2)C2=CC=CC=C2)=NOC(C)(C)C(=O)OC(C2=CC=CC=C2)C2=CC=CC=C2)=O)=O (benzhydryl 3-chloromethyl-7-[2-(1-benzhydryloxycarbonyl-1-methylethoxyimino)-2-(2-tritylaminothiazol-4-yl)acetamido]-3-cephem-4-carboxylate). Yield: 81.4%. Reaction SMILES: [CH:1]([O:14][C:15]([C:17]([CH3:50])([O:19][N:20]=[C:21]([C:25]1[N:26]=[C:27]([NH:30][C:31]([C:44]2[CH:49]=[CH:48][CH:47]=[CH:46][CH:45]=2)([C:38]2[CH:43]=[CH:42][CH:41]=[CH:40][CH:39]=2)[C:32]2[CH:37]=[CH:36][CH:35]=[CH:34][CH:33]=2)[S:28][CH:29]=1)[C:22](O)=[O:23])[CH3:18])=[O:16])([C:8]1[CH:13]=[CH:12][CH:11]=[CH:10][CH:9]=1)[C:2]1[CH:7]=[CH:6][CH:5]=[CH:4][CH:3]=1.[NH2:51][CH:52]1[C:77](=[O:78])[N:54]2[C:55]([C:61]([O:63][CH:64]([C:71]3[CH:76]=[CH:75][CH:74]=[CH:73][CH:72]=3)[C:65]3[CH:70]=[CH:69][CH:68]=[CH:67][CH:66]=3)=[O:62])=[C:56]([CH2:59][Cl:60])[CH2:57][S:58][C@H:53]12.CN(C)C1C=CC=CC=1.P(Cl)(Cl)(Cl)=O>C(Cl)Cl>[Cl:60][CH2:59][C:56]1[CH2:57][S:58][C@@H:53]2[CH:52]([NH:51][C:22](=[O:23])[C:21](=[N:20][O:19][C:17]([C:15]([O:14][CH:1]([C:8]3[CH:13]=[CH:12][CH:11]=[CH:10][CH:9]=3)[C:2]3[CH:3]=[CH:4][CH:5]=[CH:6][CH:7]=3)=[O:16])([CH3:50])[CH3:18])[C:25]3[N:26]=[C:27]([NH:30][C:31]([C:32]4[CH:37]=[CH:36][CH:35]=[CH:34][CH:33]=4)([C:38]4[CH:43]=[CH:42][CH:41]=[CH:40][CH:39]=4)[C:44]4[CH:49]=[CH:48][CH:47]=[CH:46][CH:45]=4)[S:28][CH:29]=3)[C:77](=[O:78])[N:54]2[C:55]=1[C:61]([O:63][CH:64]([C:65]1[CH:70]=[CH:69][CH:68]=[CH:67][CH:66]=1)[C:71]1[CH:72]=[CH:73][CH:74]=[CH:75][CH:76]=1)=[O:62]. Reported procedure: 28 g (41 mmol) of 2-(1-benzhydryloxycarbonyl-1-methylethoxyimino)-2-(2-tritylaminothiazol-4-yl)acetic acid (syn-isomer) and 17 g (41 mmol) of benzhydryl 7-amino-3-chloromethyl-3-cephem-4-carboxylate, were dissolved in 300 ml of dry methylene chloride, and 15.6 ml (123 mmol) of N,N-dimethylaniline was added thereto. The mixture was cooled to -10° C., and 4 ml (43 mmol) of phosphorus oxychloride was dropwise added thereto. The reaction solution was stirred at room temperature for 2.5 hours, and th... Reactants: O (water), [H-].[Na+] (sodium hydride), BrCCC (1-bromopropane), BrC=1C=CC2=C(C=C(O2)CO)C1 (5-bromo-2-(hydroxymethyl)-1-benzofuran). Run in C1CCOC1 (THF). Run at time 1 hour. Yields the product BrC=1C=CC2=C(C=C(O2)COCCC)C1 (5-bromo-2-(propoxymethyl)-1-benzofuran). As a reaction SMILES: [Br:1][C:2]1[CH:3]=[CH:4][C:5]2[O:9][C:8]([CH2:10][OH:11])=[CH:7][C:6]=2[CH:12]=1.[H-].[Na+].Br[CH2:16][CH2:17][CH3:18].O>C1COCC1>[Br:1][C:2]1[CH:3]=[CH:4][C:5]2[O:9][C:8]([CH2:10][O:11][CH2:16][CH2:17][CH3:18])=[CH:7][C:6]=2[CH:12]=1 |f:1.2|. Procedure: In THF (57 ml) was dissolved 5-bromo-2-(hydroxymethyl)-1-benzofuran (5.7 g), and to the solution was added at 0° C. 60% sodium hydride (1.4 g). The mixture was stirred at room temperature for 1 hour, and to the mixture was added at 0° C. 1-bromopropane (3.1 ml). The mixture was stirred at 65° C. for 16 hours and cooled to room temperature. The reaction solution was poured into water, and the mixture was extracted with ethyl acetate, washed with saturated brine and dried with magnesium sulfate. U... Starting materials: O=C(Cl)c1ccccc1, Cc1cc(C(C)(C)C)nc(C(C)(C)C)c1, CCOC(=O)c1ccc(C(C)NNC(=O)OC(C)(C)C)cc1, ClCCl, ClCCl, O=C(O)C(F)(F)F. Product: CCOC(=O)c1ccc(C(C)NNC(=O)c2ccccc2)cc1. RXN SMILES: [C:33]([c:34]1[cH:35][cH:36][cH:37][cH:38][cH:39]1)([Cl:40])=[O:41].[C:42]([c:43]1[cH:44][c:45]([CH3:46])[cH:47][c:48]([C:49]([CH3:50])([CH3:51])[CH3:52])[n:53]1)([CH3:54])([CH3:55])[CH3:56].[CH2:1]([CH3:2])[O:3][C:4](=[O:5])[c:6]1[cH:7][cH:8][c:9]([CH:12]([CH3:13])[NH:14][NH:15][C:16]([O:18][C:17]([CH3:19])([CH3:20])[CH3:21])=[O:22])[cH:10][cH:11]1.[Cl:30][CH2:31][Cl:32].[Cl:57][CH2:58][Cl:59].[F:23][C:24]([F:25])([F:26])[C:27]([OH:28])=[O:29]>>[CH2:1]([CH3:2])[O:3][C:4](=[O:5])[c:6]1[cH:7][cH:8][c:9]([CH:12]([CH3:13])[NH:14][NH:15][C:16](=[O:18])[c:34]2[cH:35][cH:36][cH:37][cH:38][cH:39]2)[cH:10][cH:11]1.